Dataset: the Open Reaction Database (ORD), a public repository of structured organic reaction records. Task: describe an organic reaction: reactants, conditions, products, and yield Reactants: BrC1=CC2=C(N3C4=C(C(N2)=O)C=CC=C4CC3)C=C1 (9-bromo-1,2-dihydrobenzo[b]pyrrolo[3,2,1-jk][1,4]benzodiazepine-6-one), [OH-].[Na+] (sodium hydroxide), CCOC(=O)N1CCNCC1 (ethyl N-piperazinocarboxylate). The reagents and catalysts are [Ti](Cl)(Cl)(Cl)Cl (titanium tetrachloride). Run in C1(=CC=CC=C1)C (toluene). Conditions: time 15 minute. Product: BrC1=CC2=C(N3C4=C(C(=N2)N2CCN(CC2)C(=O)OCC)C=CC=C4CC3)C=C1 (9-Bromo-6-(4-ethoxycarbonyl-1-piperazinyl)-1,2-dihydrobenzo[b]-pyrrolo[3,2,1-jk][1,4]benzodiazepine). Reaction SMILES: [Br:1][C:2]1[CH:19]=[CH:18][C:5]2[N:6]3[CH2:17][CH2:16][C:15]4[C:7]3=[C:8]([CH:12]=[CH:13][CH:14]=4)[C:9](=O)[NH:10][C:4]=2[CH:3]=1.[CH3:20][CH2:21][O:22][C:23]([N:25]1[CH2:30][CH2:29][NH:28][CH2:27][CH2:26]1)=[O:24].[OH-].[Na+]>[Ti](Cl)(Cl)(Cl)Cl.C1(C)C=CC=CC=1>[Br:1][C:2]1[CH:19]=[CH:18][C:5]2[N:6]3[CH2:17][CH2:16][C:15]4[C:7]3=[C:8]([CH:12]=[CH:13][CH:14]=4)[C:9]([N:28]3[CH2:27][CH2:26][N:25]([C:23]([O:22][CH2:21][CH3:20])=[O:24])[CH2:30][CH2:29]3)=[N:10][C:4]=2[CH:3]=1 |f:2.3|. Reported procedure: A stirred mixture of 7.88 g (0.025 mole) of 9-bromo-1,2-dihydrobenzo[b]pyrrolo[3,2,1-jk][1,4]benzodiazepine-6-one and 1200 ml toluene was heated under nitrogen until a solution resulted. Then there was added 39.6 g (0.250 mole) of ethyl N-piperazinocarboxylate followed by 14.2g (0.075 mole) of titanium tetrachloride. The mixture was heated under reflux for three hours, cooled to room temperature and treated with 500 ml of 2N sodium hydroxide solution. After stirring vigorously for 15 minutes, th...